From a dataset of the Open Reaction Database (ORD), a public repository of structured organic reaction records. describe an organic reaction: reactants, conditions, products, and yield Reactants: C12C(C3CC(CC(C1)C3)C2)=O (2 -adamantanon), [H-].[Al+3].[Li+].[H-].[H-].[H-] (lithium aluminum hydride), 2-N-HCl. The solvent is CCOCC (ether), CCOCC (ether). Run at temperature 25 celsius, time 2 hour. Yields the product C12C(C3CC(CC(C1)C3)C2)O (2-adamantanol). RXN SMILES: [CH:1]12[CH2:10][CH:5]3[CH2:6][CH:7]([CH2:9][CH:3]([CH2:4]3)[C:2]1=[O:11])[CH2:8]2.[H-].[Al+3].[Li+].[H-].[H-].[H-]>CCOCC>[CH:1]12[CH2:10][CH:5]3[CH2:6][CH:7]([CH2:9][CH:3]([CH2:4]3)[CH:2]1[OH:11])[CH2:8]2 |f:1.2.3.4.5.6|. Procedure: Dissolved in 300 ml of ether was 30.0 g (0.20 mole) of 2 -adamantanon and 7.3 g (0.19 mole) of lithium aluminum hydride suspended in 150 ml of ether was added. The mixture was stirred for 2 hours at room temperature (25° C). After 2-N-HCl was added to make it acidic and the water layer was extracted with dichloromethane, it was washed together with the ether layer and dried with sodium sulfate. The solvent was removed by evaporation at reduced pressure to obtain white powder. The test results we... The reactants are CC(C)C(CS(=O)(=O)N1CCN(c2ncc(-c3ccc(F)cc3)cn2)CC1)C(=O)N1C(=O)OCC1Cc1ccccc1, CC(C)C(CS(=O)(=O)Cl)C(=O)N1C(=O)OCC1Cc1ccccc1, Clc1ccc(-c2cnc(C3CCNCC3)nc2)cc1. Yields the product CC(C)C(CS(=O)(=O)N1CCN(c2ncc(-c3ccc(Cl)cc3)cn2)CC1)C(=O)N1C(=O)OCC1Cc1ccccc1. RXN SMILES: [CH2:1]([c:2]1[cH:3][cH:4][cH:5][cH:6][cH:7]1)[CH:8]1[N:9]([C:14]([CH:15]([CH:16]([CH3:17])[CH3:18])[CH2:19][S:20](=[O:21])(=[O:22])[N:23]2[CH2:24][CH2:25][N:26]([c:29]3[n:30][cH:31][c:32](-[c:35]4[cH:36][cH:37][c:38]([F:41])[cH:39][cH:40]4)[cH:33][n:34]3)[CH2:27][CH2:28]2)=[O:42])[C:10](=[O:13])[O:11][CH2:12]1.[CH2:62]([CH:63]1[CH2:64][O:65][C:66](=[O:67])[N:68]1[C:69](=[O:70])[CH:71]([CH2:72][S:73]([Cl:74])(=[O:75])=[O:76])[CH:77]([CH3:78])[CH3:79])[c:80]1[cH:81][cH:82][cH:83][cH:84][cH:85]1.[Cl:43][c:44]1[cH:45][cH:46][c:47](-[c:48]2[cH:49][n:50][c:51]([CH:52]3[CH2:53][CH2:54][NH:55][CH2:56][CH2:57]3)[n:58][cH:59]2)[cH:60][cH:61]1>>[CH2:1]([c:2]1[cH:3][cH:4][cH:5][cH:6][cH:7]1)[CH:8]1[N:9]([C:14]([CH:15]([CH:16]([CH3:17])[CH3:18])[CH2:19][S:20](=[O:21])(=[O:22])[N:23]2[CH2:24][CH2:25][N:26]([c:29]3[n:30][cH:31][c:32](-[c:35]4[cH:36][cH:37][c:38]([Cl:43])[cH:39][cH:40]4)[cH:33][n:34]3)[CH2:27][CH2:28]2)=[O:42])[C:10](=[O:13])[O:11][CH2:12]1. The reactants are CC(=O)CC(C)C, O=c1[nH]c2ccccc2n1CCCCCl, Cl, O=C(c1ccc(F)cc1)C1CCNCC1, [I-], [K+], [Na+], [Na+], O=C([O-])[O-], O. Product: O=C(c1ccc(F)cc1)C1CCN(CCCCn2c(=O)[nH]c3ccccc32)CC1. RXN SMILES: [CH3:41][CH:42]([CH3:43])[CH2:44][C:45](=[O:46])[CH3:47].[Cl:1][CH2:2][CH2:3][CH2:4][CH2:5][n:6]1[c:7](=[O:15])[nH:8][c:9]2[c:10]1[cH:11][cH:12][cH:13][cH:14]2.[ClH:16].[F:17][c:18]1[cH:19][cH:20][c:21]([C:24](=[O:25])[CH:26]2[CH2:27][CH2:28][NH:29][CH2:30][CH2:31]2)[cH:22][cH:23]1.[I-:39].[K+:38].[Na+:32].[Na+:33].[O-:34][C:35](=[O:36])[O-:37].[OH2:40]>>[CH2:2]([CH2:3][CH2:4][CH2:5][n:6]1[c:7](=[O:15])[nH:8][c:9]2[c:10]1[cH:11][cH:12][cH:13][cH:14]2)[N:29]1[CH2:28][CH2:27][CH:26]([C:24]([c:21]2[cH:20][cH:19][c:18]([F:17])[cH:23][cH:22]2)=[O:25])[CH2:31][CH2:30]1. Product: CC(C)[Si](Oc1cccc(Br)c1)(C(C)C)C(C)C. RXN SMILES: [Br:1][c:2]1[cH:3][c:4]([OH:8])[cH:5][cH:6][cH:7]1.[CH:14]([CH3:15])([CH3:16])[Si:17]([CH:18]([CH3:19])[CH3:20])([CH:21]([CH3:22])[CH3:23])[Cl:24].[O:25]=[CH:26][N:27]([CH3:28])[CH3:29].[nH:9]1[cH:10][cH:11][n:12][cH:13]1>>[Br:1][c:2]1[cH:3][c:4]([O:8][Si:17]([CH:14]([CH3:15])[CH3:16])([CH:18]([CH3:19])[CH3:20])[CH:21]([CH3:22])[CH3:23])[cH:5][cH:6][cH:7]1. Reactants: Oc1cccc(Br)c1, CC(C)[Si](Cl)(C(C)C)C(C)C, CN(C)C=O, c1c[nH]cn1. Reactants: C(CC1=CC=CC=C1)C1CCC2=C1NC(=C2)C(=O)OCC (ethyl 6-phenethyl-1,4,5,6-tetrahydrocyclopenta[b]pyrrole-2-carboxylate), [OH-].[Na+] (NaOH). Product: C(CC1=CC=CC=C1)C1CCC2=C1NC(=C2)C(=O)O (6-phenethyl-1,4,5,6-tetrahydrocyclopenta[b]pyrrole-2-carboxylic acid). Isolated yield 28.6%. Reaction SMILES: [CH2:1]([CH:9]1[C:13]2[NH:14][C:15]([C:17]([O:19]CC)=[O:18])=[CH:16][C:12]=2[CH2:11][CH2:10]1)[CH2:2][C:3]1[CH:8]=[CH:7][CH:6]=[CH:5][CH:4]=1.[OH-].[Na+]>>[CH2:1]([CH:9]1[C:13]2[NH:14][C:15]([C:17]([OH:19])=[O:18])=[CH:16][C:12]=2[CH2:11][CH2:10]1)[CH2:2][C:3]1[CH:4]=[CH:5][CH:6]=[CH:7][CH:8]=1 |f:1.2|. Reported procedure: The title compound was synthesized from ethyl 6-phenethyl-1,4,5,6-tetrahydrocyclopenta[b]pyrrole-2-carboxylate (87.3 mg, 0.31 mmol) and NaOH according to General Procedure 7. The crude product was purified by preparative HPLC (50%-100% methanol/water with 1% formic acid and 1% acetonitrile) to afford 22.6 mg of 6-phenethyl-1,4,5,6-tetrahydrocyclopenta[b]pyrrole-2-carboxylic acid (27) in 29% yield. LCMS m/e 254 (M−H); 1H NMR (400 MHz, METHANOL-d4) δ ppm 7.18-7.28 (m, 4H), 7.11-7.17 (m, 1H), 6.58 ... Starting materials: [BH3-]C#N, CC(C)CCN, C1CCOC1, CO, [Na+], NC(=O)c1ccc(Oc2ccc3c(c2)CCC3=O)nc1. Yields the product CC(C)CCNC1CCc2cc(Oc3ccc(C(N)=O)cn3)ccc21. Reaction SMILES: [C:32]([BH3-:33])#[N:34].[CH2:21]([CH2:22][CH:23]([CH3:24])[CH3:25])[NH2:26].[CH2:27]1[O:28][CH2:29][CH2:30][CH2:31]1.[CH3:36][OH:37].[Na+:35].[O:1]=[C:2]1[CH2:3][CH2:4][c:5]2[cH:6][c:7]([O:11][c:12]3[n:13][cH:14][c:15]([C:16](=[O:17])[NH2:18])[cH:19][cH:20]3)[cH:8][cH:9][c:10]21>>[CH:2]1([NH:26][CH2:21][CH2:22][CH:23]([CH3:24])[CH3:25])[CH2:3][CH2:4][c:5]2[cH:6][c:7]([O:11][c:12]3[n:13][cH:14][c:15]([C:16](=[O:17])[NH2:18])[cH:19][cH:20]3)[cH:8][cH:9][c:10]21. The reactants are [Cs+], [F-], O=[N+]([O-])c1cccc(S(=O)(=O)OCC2CO2)c1, CN(C)C=O, O, Oc1cccc2[nH]ccc12. Yields the product c1cc(OCC2CO2)c2cc[nH]c2c1. As a reaction SMILES: [Cs+:12].[F-:11].[N+:13]([c:14]1[cH:15][c:16]([S:17]([O:18][CH2:26][CH:27]2[CH2:28][O:29]2)(=[O:19])=[O:20])[cH:21][cH:22][cH:23]1)([O-:24])=[O:25].[O:31]=[CH:32][N:33]([CH3:34])[CH3:35].[OH2:30].[OH:1][c:2]1[c:3]2[cH:4][cH:5][nH:6][c:7]2[cH:8][cH:9][cH:10]1>>[O:1]([c:2]1[c:3]2[cH:4][cH:5][nH:6][c:7]2[cH:8][cH:9][cH:10]1)[CH2:26][CH:27]1[CH2:28][O:29]1.